describe an organic reaction: reactants, conditions, products, and yield From a dataset of the Open Reaction Database (ORD), a public repository of structured organic reaction records. RXN SMILES: [CH2:1]([O:4][C:5]1([CH3:38])[CH2:10][CH2:9][N:8]([C:11]2[N:16]3[CH:17]=[C:18]([C:20]4[CH:25]=[CH:24][CH:23]=[C:22](Br)[CH:21]=4)[N:19]=[C:15]3[CH:14]=[C:13]([CH3:27])[C:12]=2[C@H:28]([O:33][C:34]([CH3:37])([CH3:36])[CH3:35])[C:29]([O:31][CH3:32])=[O:30])[CH2:7][CH2:6]1)[CH:2]=[CH2:3].C([Sn](CCCC)(CCCC)[C:44]1[C:49]([O:50][C@H:51]([CH2:53][CH:54]=[CH2:55])[CH3:52])=[CH:48][C:47]([F:56])=[CH:46][C:45]=1[F:57])CCC.[F-].[Cs+].[SnH4]>CN(C=O)C.C1C=CC([P]([Pd]([P](C2C=CC=CC=2)(C2C=CC=CC=2)C2C=CC=CC=2)([P](C2C=CC=CC=2)(C2C=CC=CC=2)C2C=CC=CC=2)[P](C2C=CC=CC=2)(C2C=CC=CC=2)C2C=CC=CC=2)(C2C=CC=CC=2)C2C=CC=CC=2)=CC=1.[Cu]I>[CH2:1]([O:4][C:5]1([CH3:38])[CH2:10][CH2:9][N:8]([C:11]2[N:16]3[CH:17]=[C:18]([C:20]4[CH:21]=[C:22]([C:48]5[C:49]([O:50][C@H:51]([CH2:53][CH:54]=[CH2:55])[CH3:52])=[CH:44][C:45]([F:57])=[CH:46][C:47]=5[F:56])[CH:23]=[CH:24][CH:25]=4)[N:19]=[C:15]3[CH:14]=[C:13]([CH3:27])[C:12]=2[C@H:28]([O:33][C:34]([CH3:37])([CH3:36])[CH3:35])[C:29]([O:31][CH3:32])=[O:30])[CH2:7][CH2:6]1)[CH:2]=[CH2:3] |f:2.3,^1:77,79,98,117|. Reagents/catalysts: C=1C=CC(=CC1)[P](C=2C=CC=CC2)(C=3C=CC=CC3)[Pd]([P](C=4C=CC=CC4)(C=5C=CC=CC5)C=6C=CC=CC6)([P](C=7C=CC=CC7)(C=8C=CC=CC8)C=9C=CC=CC9)[P](C=1C=CC=CC1)(C=1C=CC=CC1)C=1C=CC=CC1 (Pd(PPh3)4), [Cu]I (CuI). Yields the product C(C=C)OC1(CCN(CC1)C1=C(C(=CC=2N1C=C(N2)C=2C=C(C=CC2)C2=C(C=C(C=C2O[C@@H](C)CC=C)F)F)C)[C@@H](C(=O)OC)OC(C)(C)C)C ((S)-Methyl 2-(5-(4-(allyloxy)-4-methylpiperidin-1-yl)-2-(2′,4′-difluoro-6′-((S)-pent-4-en-2-yloxy)-[1,1′-biphenyl]-3-yl)-7-methylimidazo[1,2-a]pyridin-6-yl)-2-(tert-butoxy)acetate). Isolated yield 53.3%. Reactants: [SnH4] (stannane), C(C=C)OC1(CCN(CC1)C1=C(C(=CC=2N1C=C(N2)C2=CC(=CC=C2)Br)C)[C@@H](C(=O)OC)OC(C)(C)C)C ((S)-methyl 2-(5-(4-(allyloxy)-4-methylpiperidin-1-yl)-2-(3-bromophenyl)-7-methylimidazo[1,2-a]pyridin-6-yl)-2-(tert-butoxy)acetate), C(CCC)[Sn](C1=C(C=C(C=C1O[C@@H](C)CC=C)F)F)(CCCC)CCCC ((S)-tributyl(2,4-difluoro-6-(pent-4-en-2-yloxy)phenyl)stannane), [F-].[Cs+] (CsF). Reported procedure: To a solution of (S)-methyl 2-(5-(4-(allyloxy)-4-methylpiperidin-1-yl)-2-(3-bromophenyl)-7-methylimidazo[1,2-a]pyridin-6-yl)-2-(tert-butoxy)acetate (0.25 g, 0.428 mmol, 1 equiv) and (S)-tributyl(2,4-difluoro-6-(pent-4-en-2-yloxy)phenyl)stannane (0.25 g, 0.513 mmol, 1.2 equiv) in DMF (2 mL, sparged with nitrogen for 10 min) was added Pd(PPh3)4 (49 mg, 0.043 mmol, 0.1 equiv), CsF (195 mg, 1.28 mmol, 3 equiv), and CuI (20 mg, 0.107 mmol, 0.25 equiv). The reaction was heated at 80° C. for 2 h. After... Reaction conditions: temperature 80 celsius, time 2 hour. The solvent is CN(C)C=O (DMF). Reactants: BrC=1C=CC=C2C(CC3(CCN(CC3)C(=O)NC3C4CC5CC(CC3C5)C4)C12)CCOS(=O)(=O)C1=CC=C(C=C1)C ((±)-7-bromo-N-(2-adamantyl)-3-(2-(p-toluenesulfonyloxy)ethyl)-2,3-dihydrospiro[indene-1,4′-piperidine]-1′-carboxamide), C(=O)([O-])[O-].[K+].[K+] (K2CO3), [Na+].[I-] (NaI). Run in CC#N (CH3CN). Run at temperature 85 celsius, time 8 hour. The product is BrC=1C=CC=C2C(CC3(CCN(CC3)C(=O)NC3C4CC5CC(CC3C5)C4)C12)CCN1CCOCC1 ((±)-7-bromo-N-(2-adamantyl)-3-(2-morpholinoethyl)-2,3-dihydrospiro[indene-1,4′-piperidine]-1′-carboxamide). The yield is 18.4%. Reaction SMILES: [Br:1][C:2]1[CH:3]=[CH:4][CH:5]=[C:6]2[C:28]=1[C:9]1([CH2:14][CH2:13][N:12]([C:15]([NH:17][CH:18]3[CH:25]4[CH2:26][CH:21]5[CH2:22][CH:23]([CH2:27][CH:19]3[CH2:20]5)[CH2:24]4)=[O:16])[CH2:11][CH2:10]1)[CH2:8][CH:7]2[CH2:29][CH2:30]OS(C1C=CC(C)=CC=1)(=O)=O.[C:42]([O-:45])([O-])=O.[K+].[K+].[Na+].[I-]>CC#N>[Br:1][C:2]1[CH:3]=[CH:4][CH:5]=[C:6]2[C:28]=1[C:9]1([CH2:14][CH2:13][N:12]([C:15]([NH:17][CH:18]3[CH:19]4[CH2:27][CH:23]5[CH2:22][CH:21]([CH2:26][CH:25]3[CH2:24]5)[CH2:20]4)=[O:16])[CH2:11][CH2:10]1)[CH2:8][CH:7]2[CH2:29][CH2:30][N:12]1[CH2:13][CH2:42][O:45][CH2:10][CH2:11]1 |f:1.2.3,4.5|. Reported procedure: To a solution of (±)-7-bromo-N-(2-adamantyl)-3-(2-(p-toluenesulfonyloxy)ethyl)-2,3-dihydrospiro[indene-1,4′-piperidine]-1′-carboxamide (50 mg, 0.078 mmol) and K2CO3 (21.56 mg, 0.156 mmol) in anhydrous CH3CN (3 mL) was added NaI (3 mg, 0.020 mmol) at 0° C. Then the mixture was stirred overnight at 80-90° C. The mixture was concentrated to give the crude product which was purified by preparative HPLC to afford (±)-7-bromo-N-(2-adamantyl)-3-(2-morpholinoethyl)-2,3-dihydrospiro[indene-1,4′-piperidin...